Task: describe an organic reaction: reactants, conditions, products, and yield. Dataset: the Open Reaction Database (ORD), a public repository of structured organic reaction records Reactants: C(C)(C)(C)OC(=O)N1CCN(CC1)C(NC(=O)OCC1=CC=C(C=C1)[N+](=O)[O-])=N (4-t-butoxycarbonyl-1-(4-nitrobenzyloxycarbonylamidino)piperazine). Run in FC(C(=O)O)(F)F (trifluoroacetic acid). Run at time 30 minute. Product: [N+](=O)([O-])C1=CC=C(COC(=O)NC(=N)N2CCNCC2)C=C1 (1-(4-Nitrobenzyloxycarbonylamidino)piperazine). Isolated yield 93.7%. Reaction SMILES: C(OC([N:8]1[CH2:13][CH2:12][N:11]([C:14](=[NH:29])[NH:15][C:16]([O:18][CH2:19][C:20]2[CH:25]=[CH:24][C:23]([N+:26]([O-:28])=[O:27])=[CH:22][CH:21]=2)=[O:17])[CH2:10][CH2:9]1)=O)(C)(C)C>FC(F)(F)C(O)=O>[N+:26]([C:23]1[CH:22]=[CH:21][C:20]([CH2:19][O:18][C:16]([NH:15][C:14]([N:11]2[CH2:10][CH2:9][NH:8][CH2:13][CH2:12]2)=[NH:29])=[O:17])=[CH:25][CH:24]=1)([O-:28])=[O:27]. Reported procedure: 750 mg of 4-t-butoxycarbonyl-1-(4-nitrobenzyloxycarbonylamidino)piperazine [prepared as described in step (b) above] were dissolved in 10 ml of trifluoroacetic acid, and the resulting solution was stirred at room temperature for 30 minutes. At the end of this time, the reaction mixture was concentrated by evaporation under reduced pressure, and the resulting residue was dissolved in a mixture of ethyl acetate and water, and an aqueous solution of sodium hydrogencarbonate was added thereto to mak... Reactants: Cl (HCl), C=O (paraformaldehyde), IC1=CC=C(C=C1)O (4-iodophenol), [Cl-].[Cl-].[Mg+2] (magnesium dichloride). The solvent is C(C)N(CC)CC (triethylamine), C(C)#N (acetonitrile). The product is OC1=C(C=O)C=C(C=C1)I (2-hydroxy-5-iodobenzaldehyde). Yield: 66.0%. Reaction SMILES: [I:1][C:2]1[CH:7]=[CH:6][C:5]([OH:8])=[CH:4][CH:3]=1.[Cl-].[Cl-].[Mg+2].[CH2:12]=[O:13].Cl>C(#N)C.C(N(CC)CC)C>[OH:8][C:5]1[CH:6]=[CH:7][C:2]([I:1])=[CH:3][C:4]=1[CH:12]=[O:13] |f:1.2.3|. Reported procedure: To the mixture of 20 g (91 mmol) of 4-iodophenol and 25.1 g (264 mmol) anhydrous magnesium dichloride in 455 mL of anhydrous acetonitrile was added triethylamine and paraformaldehyde. The mixture was heated to reflux for 4 h, allowed to cool to rt and treated with 500 mL of 5% HCl. The solution was extracted three times with EtOAc. The combined organic extracts were washed with brine (3×) and dried over anhydrous magnesium sulfate. The dried organic solution was evaporated to afford an oil, whic... Reactants: CCO, O=C(c1ccc(Cl)cc1)c1ccc(CBr)cc1, O, O=c1[nH]c(S)nc2ccccc12. The product is O=C(c1ccc(Cl)cc1)c1ccc(CSc2nc3ccccc3c(=O)[nH]2)cc1. RXN SMILES: [CH3:31][CH2:32][OH:33].[Cl:13][c:14]1[cH:15][cH:16][c:17]([C:18](=[O:19])[c:20]2[cH:21][cH:22][c:23]([CH2:24][Br:25])[cH:26][cH:27]2)[cH:28][cH:29]1.[OH2:30].[SH:1][c:2]1[n:3][c:4]2[cH:5][cH:6][cH:7][cH:8][c:9]2[c:10](=[O:12])[nH:11]1>>[S:1]([c:2]1[n:3][c:4]2[cH:5][cH:6][cH:7][cH:8][c:9]2[c:10](=[O:12])[nH:11]1)[CH2:24][c:23]1[cH:22][cH:21][c:20]([C:18]([c:17]2[cH:16][cH:15][c:14]([Cl:13])[cH:29][cH:28]2)=[O:19])[cH:27][cH:26]1. Procedure: from 9-(4-methylphenyl)-9H-xanthen-9-ol (Example 1q) and Nα -(9-fluorenylmethoxycarbonyl)-L-serine methyl ester; The reactants are CC1=CC=C(C=C1)C1(C2=CC=CC=C2OC=2C=CC=CC12)O (9-(4-methylphenyl)-9H-xanthen-9-ol), COC([C@@H](NC(=O)OCC1C2=CC=CC=C2C=2C=CC=CC12)CO)=O (Nα -(9-fluorenylmethoxycarbonyl)-L-serine methyl ester). Yields the product CC1=CC=C(C=C1)C1(C2=CC=CC=C2OC=2C=CC=CC12)OC[C@H](N)C(=O)O (O-[9-(4-Methylphenyl)-9H-xanthen-9-yl]-L-serine). As a reaction SMILES: [CH3:1][C:2]1[CH:7]=[CH:6][C:5]([C:8]2([OH:22])[C:21]3[CH:20]=[CH:19][CH:18]=[CH:17][C:16]=3[O:15][C:14]3[C:9]2=[CH:10][CH:11]=[CH:12][CH:13]=3)=[CH:4][CH:3]=1.C[O:24][C:25](=[O:47])[C@H:26]([CH2:45]O)[NH:27]C(OCC1C2C=CC=CC=2C2C1=CC=CC=2)=O>>[CH3:1][C:2]1[CH:3]=[CH:4][C:5]([C:8]2([O:22][CH2:45][C@@H:26]([C:25]([OH:47])=[O:24])[NH2:27])[C:9]3[CH:10]=[CH:11][CH:12]=[CH:13][C:14]=3[O:15][C:16]3[C:21]2=[CH:20][CH:19]=[CH:18][CH:17]=3)=[CH:6][CH:7]=1.